Task: describe an organic reaction: reactants, conditions, products, and yield. Dataset: the Open Reaction Database (ORD), a public repository of structured organic reaction records Starting materials: C(C)N1N=CC=2C1=NC1=CC(=CC=C1C2Cl)C(=O)O (1-ethyl-4-chloro-7-carboxy-1H-pyrazolo[3,4-b]quinoline), CS(=O)C (DMSO), C1(CCCCC1)CN (cyclohexanemethyl amine), O (water). Solvent: C(C)(=O)O (acetic acid). Product: C(C)N1N=CC=2C1=NC1=CC(=CC=C1C2NCC2CCCCC2)C(=O)O (1-ethyl-7-carboxy-N-(cyclohexylmethyl)-1H-pyrazolo[3,4-b]quinolin-4-amine). RXN SMILES: [CH2:1]([N:3]1[C:7]2=[N:8][C:9]3[C:14]([C:15](Cl)=[C:6]2[CH:5]=[N:4]1)=[CH:13][CH:12]=[C:11]([C:17]([OH:19])=[O:18])[CH:10]=3)[CH3:2].CS(C)=O.[CH:24]1([CH2:30][NH2:31])[CH2:29][CH2:28][CH2:27][CH2:26][CH2:25]1.O>C(O)(=O)C>[CH2:1]([N:3]1[C:7]2=[N:8][C:9]3[C:14]([C:15]([NH:31][CH2:30][CH:24]4[CH2:29][CH2:28][CH2:27][CH2:26][CH2:25]4)=[C:6]2[CH:5]=[N:4]1)=[CH:13][CH:12]=[C:11]([C:17]([OH:19])=[O:18])[CH:10]=3)[CH3:2]. Procedure: A mixture of 1-ethyl-4-chloro-7-carboxy-1H-pyrazolo[3,4-b]quinoline (0.9 g, 3.3 mmol), DMSO (9 ml) and cyclohexanemethyl amine (0.86 ml, 6.6 mmol) was heated at 120°-130° C. for 6 hours. The reaction mixture was poured into water, acidified with acetic acid and the solid which formed was collected by filtration, dissolved in 5% NaOH and extracted with CH2Cl2 (2×50 ml). The aqueous layer was acidified with acetic acid and the solid which formed was collected by filtration and washed with water. T... Reactants: CN(C)CC=1SC=C(N1)CSCCN (2-(2-dimethylaminomethyl-4-thiazolylmethylthio)ethylamine), CSC1=NC=C(C(N1)=O)OC=1C=NC(=CC1)C (2-methylthio-5-(6-methyl-3-pyridyl)oxy-4-pyrimidone). Solvent: N1=CC=CC=C1 (pyridine). The product is CN(C)CC=1SC=C(N1)CSCCNC1=NC=C(C(N1)=O)OC=1C=NC(=CC1)C (2-[2-(2-Dimethylaminomethyl-4-thiazolylmethylthio)ethyl]amino-5-(6-methyl-3-pyridyl)oxy-4-pyrimidone). RXN SMILES: [CH3:1][N:2]([CH2:4][C:5]1[S:6][CH:7]=[C:8]([CH2:10][S:11][CH2:12][CH2:13][NH2:14])[N:9]=1)[CH3:3].CS[C:17]1[NH:22][C:21](=[O:23])[C:20]([O:24][C:25]2[CH:26]=[N:27][C:28]([CH3:31])=[CH:29][CH:30]=2)=[CH:19][N:18]=1>N1C=CC=CC=1>[CH3:3][N:2]([CH2:4][C:5]1[S:6][CH:7]=[C:8]([CH2:10][S:11][CH2:12][CH2:13][NH:14][C:17]2[NH:22][C:21](=[O:23])[C:20]([O:24][C:25]3[CH:26]=[N:27][C:28]([CH3:31])=[CH:29][CH:30]=3)=[CH:19][N:18]=2)[N:9]=1)[CH3:1]. Procedure: Following the procedure of Example 12, a mixture of 1.29 g. of 2-(2-dimethylaminomethyl-4-thiazolylmethylthio)ethylamine and 1.38 g. of 2-methylthio-5-(6-methyl-3-pyridyl)oxy-4-pyrimidone in pyridine solution were heated to refluxing temperature for about 88 hours. After this time, the solvent was removed by evaporation in vacuo and the residue dissolved in ethanol. The ethanolic solution was evaporated to dryness. The residue was subjected to high pressure liquid chromatography over silica usin... Starting materials: NCC1(CN2CCC1CC2)O (3-aminomethyl-1-azabicyclo[2.2.2]octan-3-ol), C(=O)(N1C=NC=C1)N1C=NC=C1 (1,1'-carbonyldiimidazole), CN1N=C(C2=CC=CC=C12)C(=O)O (1-methyl-1H-indazole-3-carboxylic acid). Run in O1CCCC1 (tetrahydrofuran), CN(C=O)C (N,N-dimethylformamide), O1CCCC1 (tetrahydrofuran). Reaction conditions: time 2 hour. Product: OC1(CN2CCC1CC2)CNC(=O)C2=NN(C1=CC=CC=C21)C (N-(3-Hydroxy-1-azabicyclo[2.2.2]oct-3-ylmethyl)-1-methyl-1H-indazole-3-carboxamide). Isolated yield 38.7%. RXN SMILES: [CH3:1][N:2]1[C:10]2[C:5](=[CH:6][CH:7]=[CH:8][CH:9]=2)[C:4]([C:11]([OH:13])=O)=[N:3]1.C(N1C=CN=C1)(N1C=CN=C1)=O.[NH2:26][CH2:27][C:28]1([OH:36])[CH:33]2[CH2:34][CH2:35][N:30]([CH2:31][CH2:32]2)[CH2:29]1>O1CCCC1.CN(C)C=O>[OH:36][C:28]1([CH2:27][NH:26][C:11]([C:4]2[C:5]3[C:10](=[CH:9][CH:8]=[CH:7][CH:6]=3)[N:2]([CH3:1])[N:3]=2)=[O:13])[CH:33]2[CH2:34][CH2:35][N:30]([CH2:31][CH2:32]2)[CH2:29]1. Procedure: A suspension of 1-methyl-1H-indazole-3-carboxylic acid (1.76 g, 0.0101 mole) in anhydrous tetrahydrofuran (6 ml) under nitrogen was treated with 1,1'-carbonyldiimidazole (1.87 g, 0.0115 mole). After a few minutes bubbling commenced and the solid dissolved, and, after a few more minutes, a precipitate formed. The suspension was diluted with anhydrous N,N-dimethylformamide (3 ml), stirred for two hours, then degassed over 15 minutes under a stream of nitrogen. A solution of the free base of 3-amin... Starting materials: C(=O)=O (carbon dioxide), C(=O)C=C=O (formyl ketene), CC(=O)C (acetone). Product: CC1(OC(=O)C(=CO)C(=O)O1)C (formyl Meldrum's acid). As a reaction SMILES: [C:1](=[O:3])=[O:2].[CH:4]([CH:6]=[C:7]=[O:8])=[O:5].[CH3:9][C:10]([CH3:12])=[O:11]>>[CH3:9][C:10]1([CH3:12])[O:3][C:1](=[O:2])[C:6](=[CH:7][OH:8])[C:4](=[O:5])[O:11]1. Procedure details: Although the reaction mechanism is unknown, a process may be considered that at an intermediate step of the reaction, carbon dioxide, acetone and formyl ketene as intermediates are formed from formyl Meldrum's acid, and the formyl ketene reacts with the carbonyl compound to give the objective 1,3-dioxin-4-one derivative. In such a process, since the intermediate formyl ketene is extremely reactive, it is considered that resin formation is promoted in the case of high concentration reaction. The reactants are OC(C(CC)NC(C(CC(=O)N1CCOCC1)(S(=O)(=O)CC1=CC=CC=C1)C)=O)C=1OC(=NN1)C1=CC=NC=C1 (N-{1-[Hydroxy-(5-pyridin-4-yl-[1,3,4]oxadiazol-2-yl)-methyl]-propyl}-4-morpholin-4-yl-4-oxo-2-benzylsulfonyl-methyl-butyramide), CC(=O)OI1(C=2C=CC=CC2C(=O)O1)(OC(=O)C)OC(=O)C (Dess-Martin periodinane), [O-]S(=O)[O-].[Na+].[Na+].C(=O)(O)[O-].[Na+] (Na2SO3 NaHCO3). Conditions: time 1 hour. The product is O=C(CC(C(=O)NC(CC)C(=O)C=1OC(=NN1)C1=CC=NC=C1)(S(=O)(=O)CC1=CC=CC=C1)C)N1CCCCC1 (4-oxo-2-benzylsulfonyl-methyl-4-piperidin-1-yl-N-[1-(5-pyridin-4-yl-[1,3,4]oxadiazole-2-carbonyl)-propyl]-butyramide). Reaction SMILES: [OH:1][CH:2]([C:30]1[O:31][C:32]([C:35]2[CH:40]=[CH:39][N:38]=[CH:37][CH:36]=2)=[N:33][N:34]=1)[CH:3]([NH:6][C:7](=[O:29])[C:8]([CH3:28])([S:18]([CH2:21][C:22]1[CH:27]=[CH:26][CH:25]=[CH:24][CH:23]=1)(=[O:20])=[O:19])[CH2:9][C:10]([N:12]1[CH2:17][CH2:16]O[CH2:14][CH2:13]1)=[O:11])[CH2:4][CH3:5].[CH3:41]C(OI1(OC(C)=O)(OC(C)=O)OC(=O)C2C=CC=CC1=2)=O.[O-]S([O-])=O.[Na+].[Na+].C([O-])(O)=O.[Na+]>>[O:11]=[C:10]([N:12]1[CH2:17][CH2:16][CH2:41][CH2:14][CH2:13]1)[CH2:9][C:8]([CH3:28])([S:18]([CH2:21][C:22]1[CH:27]=[CH:26][CH:25]=[CH:24][CH:23]=1)(=[O:19])=[O:20])[C:7]([NH:6][CH:3]([C:2]([C:30]1[O:31][C:32]([C:35]2[CH:40]=[CH:39][N:38]=[CH:37][CH:36]=2)=[N:33][N:34]=1)=[O:1])[CH2:4][CH3:5])=[O:29] |f:2.3.4.5.6|. Reported procedure: This amide was treated with Dess-Martin periodinane (222.7 mg, 0.45 mmol) at room temperature. After stirring for 1 hour, 5 mls of saturated Na2SO3—NaHCO3 were added. After a further 0.5 hours, the reaction mixture was extracted with ethyl acetate, washed with brine, dried with MgSO4 and concentrated. The residue was purified with silica gel column chromatography to yield 78 mg of 4-oxo-2-benzylsulfonyl-methyl-4-piperidin-1-yl-N-[1-(5-pyridin-4-yl-[1,3,4]oxadiazole-2-carbonyl)-propyl]-butyramide... Reactants: C1(CCCCC1)C=1C=2C=CC(=CC2N2CC(COC3=C(C21)C=CC=C3)=O)C(=O)OC (methyl 14-cyclohexyl-7-oxo-7,8-dihydro-6H-indolo[1,2-e][1,5]benzoxazocine-11-carboxylate), CN1CCNCC1 (1-methylpiperazine), C(C)(=O)O (acetic acid), solid, C(C)(=O)O[BH-](OC(C)=O)OC(C)=O.[Na+] (sodium triacetoxyborohydride), [OH-].[Na+] (NaOH). Run in CCOC(=O)C (EtOAc), C(Cl)Cl (DCM). Conditions: time 5 minute. Product: C1(CCCCC1)C=1C=2C=CC(=CC2N2CC(COC3=C(C21)C=CC=C3)N3CCN(CC3)C)C(=O)OC (methyl 14-cyclohexyl-7-(4-methylpiperazin-1-yl)-7,8-dihydro-6H-indolo[1,2-e][1,5]benzoxazocine-11-carboxylate). As a reaction SMILES: [CH:1]1([C:7]2[C:8]3[CH:9]=[CH:10][C:11]([C:27]([O:29][CH3:30])=[O:28])=[CH:12][C:13]=3[N:14]3[C:21]=2[C:20]2[CH:22]=[CH:23][CH:24]=[CH:25][C:19]=2[O:18][CH2:17][C:16](=O)[CH2:15]3)[CH2:6][CH2:5][CH2:4][CH2:3][CH2:2]1.[CH3:31][N:32]1[CH2:37][CH2:36][NH:35][CH2:34][CH2:33]1.C(O)(=O)C.C(O[BH-](OC(=O)C)OC(=O)C)(=O)C.[Na+].[OH-].[Na+]>C(Cl)Cl.CCOC(C)=O>[CH:1]1([C:7]2[C:8]3[CH:9]=[CH:10][C:11]([C:27]([O:29][CH3:30])=[O:28])=[CH:12][C:13]=3[N:14]3[C:21]=2[C:20]2[CH:22]=[CH:23][CH:24]=[CH:25][C:19]=2[O:18][CH2:17][CH:16]([N:35]2[CH2:36][CH2:37][N:32]([CH3:31])[CH2:33][CH2:34]2)[CH2:15]3)[CH2:6][CH2:5][CH2:4][CH2:3][CH2:2]1 |f:3.4,5.6|. Procedure: To a solution of methyl 14-cyclohexyl-7-oxo-7,8-dihydro-6H-indolo[1,2-e][1,5]benzoxazocine-11-carboxylate (prepared as described in Example 9, Step 4) in DCM (0.04 M), were added 3.0 eq of 1-methylpiperazine and 4.5 eq acetic acid, followed by 1.5 eq. of solid sodium triacetoxyborohydride. NaOH (20 eq, 1 N) was added after 2 h, and after stirring for 5 min the mixture was taken into EtOAc and washed with water and brine. Drying over sodium sulfate and concentration in vacuo gave the crude produc... Starting materials: Cc1ccccc1, ClCCl, O=C(Cl)Cl, OC1CCOC1. Product: O=C(Cl)OC1CCOC1. As a reaction SMILES: [CH3:11][c:12]1[cH:13][cH:14][cH:15][cH:16][cH:17]1.[Cl:18][CH2:19][Cl:20].[Cl:7][C:8]([Cl:9])=[O:10].[O:1]1[CH2:2][CH:3]([OH:6])[CH2:4][CH2:5]1>>[O:1]1[CH2:2][CH:3]([O:6][C:8]([Cl:7])=[O:10])[CH2:4][CH2:5]1.